This data is from the Open Reaction Database (ORD), a public repository of structured organic reaction records. The task is: describe an organic reaction: reactants, conditions, products, and yield Starting materials: CC(C)(C)OC(=O)NC1C=C(c2ccncc2[N+](=O)[O-])CCC1O[Si](C)(C)C(C)(C)C, CC(=O)O, CO. Yields the product CC(C)(C)OC(=O)NC1C=C(c2ccncc2N)CCC1O[Si](C)(C)C(C)(C)C. RXN SMILES: [C:1]([CH3:2])([CH3:3])([CH3:4])[Si:5]([O:6][CH:7]1[CH2:8][CH2:9][C:10]([c:21]2[c:22]([N+:27]([O-:28])=[O:29])[cH:23][n:24][cH:25][cH:26]2)=[CH:11][CH:12]1[NH:13][C:14]([O:15][C:16]([CH3:17])([CH3:18])[CH3:19])=[O:20])([CH3:30])[CH3:31].[C:34]([OH:35])(=[O:36])[CH3:37].[CH3:32][OH:33]>>[C:1]([CH3:2])([CH3:3])([CH3:4])[Si:5]([O:6][CH:7]1[CH2:8][CH2:9][C:10]([c:21]2[c:22]([NH2:27])[cH:23][n:24][cH:25][cH:26]2)=[CH:11][CH:12]1[NH:13][C:14]([O:15][C:16]([CH3:17])([CH3:18])[CH3:19])=[O:20])([CH3:30])[CH3:31]. The reactants are CCO, Cl[Hg]Cl, CC(C)(C)OC(=O)NC1CCC(c2cccc(F)c2F)CNC1=S, CCC(O)CN. Yields the product CCC(O)CN=C1NCC(c2cccc(F)c2F)CCC1NC(=O)OC(C)(C)C. Reaction SMILES: [CH3:31][CH2:32][OH:33].[Cl:34][Hg:35][Cl:36].[F:1][c:2]1[c:3]([CH:9]2[CH2:10][CH2:11][CH:12]([NH:17][C:18]([O:19][C:20]([CH3:21])([CH3:22])[CH3:23])=[O:24])[C:13](=[S:16])[NH:14][CH2:15]2)[cH:4][cH:5][cH:6][c:7]1[F:8].[NH2:25][CH2:26][CH:27]([CH2:28][CH3:29])[OH:30]>>[F:1][c:2]1[c:3]([CH:9]2[CH2:10][CH2:11][CH:12]([NH:17][C:18]([O:19][C:20]([CH3:21])([CH3:22])[CH3:23])=[O:24])[C:13](=[N:25][CH2:26][CH:27]([CH2:28][CH3:29])[OH:30])[NH:14][CH2:15]2)[cH:4][cH:5][cH:6][c:7]1[F:8]. Reactants: NC1=C(C=CC=C1)C(CC)=O (1-(2-aminophenyl)propan-1-one), C(CC(=O)[O-])(=O)OCC1=CC=CC=C1 (monobenzyl malonate), CCN=C=NCCCN(C)C.Cl (EDC.HCl), C=1C=CC2=C(C1)N=NN2O (HOBt). The solvent is O (H2O), C1CCOC1 (THF). Yields the product C(CC)(=O)C1=C(C=CC=C1)NC(CC(=O)OCC1=CC=CC=C1)=O (benzyl N-(2-propionylphenyl)malonamate). The yield is 17.9%. RXN SMILES: [NH2:1][C:2]1[CH:7]=[CH:6][CH:5]=[CH:4][C:3]=1[C:8](=[O:11])[CH2:9][CH3:10].[C:12]([O:18][CH2:19][C:20]1[CH:25]=[CH:24][CH:23]=[CH:22][CH:21]=1)(=[O:17])[CH2:13][C:14]([O-])=[O:15].CCN=C=NCCCN(C)C.Cl.C1C=CC2N(O)N=NC=2C=1>O.C1COCC1>[C:8]([C:3]1[CH:4]=[CH:5][CH:6]=[CH:7][C:2]=1[NH:1][C:14](=[O:15])[CH2:13][C:12]([O:18][CH2:19][C:20]1[CH:21]=[CH:22][CH:23]=[CH:24][CH:25]=1)=[O:17])(=[O:11])[CH2:9][CH3:10] |f:2.3|. Procedure: To a mixture of 1-(2-aminophenyl)propan-1-one (CAS1196-28-7) (4.6 g), monobenzyl malonate (7.2 g), and THF (46 mL) were added EDC.HCl (7.1 g) and HOBt.H2O (7.1 g), and the mixture was stirred at room temperature for 14 h and then heated to reflux for 8 h. The solvent was evaporated under reduced pressure, and the residue was diluted with ethyl acetate and then washed with saturated aqueous sodium hydrogencarbonate and saturated brine. The organic layer was dried with anhydrous sodium sulfate, th... Starting materials: CCOC(C)=O, [Cl-], COC(=O)c1cc(Cl)ccn1, Cl, N, [NH4+], O. Yields the product NC(=O)c1cc(Cl)ccn1. As a reaction SMILES: [CH3:15][CH2:16][O:17][C:18]([CH3:19])=[O:20].[Cl-:13].[Cl:2][c:3]1[cH:4][c:5]([C:9]([O:11][CH3:10])=[O:12])[n:6][cH:7][cH:8]1.[ClH:1].[NH3:22].[NH4+:14].[OH2:21]>>[Cl:2][c:3]1[cH:4][c:5]([C:9](=[O:11])[NH2:14])[n:6][cH:7][cH:8]1.